This data is from the Open Reaction Database (ORD), a public repository of structured organic reaction records. The task is: describe an organic reaction: reactants, conditions, products, and yield Reactants: N#Cc1ccc(CCBr)cc1, CCOCC, O=S(=O)(O)O. Yields the product NC(=O)c1ccc(CCBr)cc1. Reaction SMILES: [C:1](#[N:2])[c:3]1[cH:4][cH:5][c:6]([CH2:7][CH2:8][Br:9])[cH:10][cH:11]1.[CH3:12][CH2:13][O:14][CH2:15][CH3:16].[S:17](=[O:18])(=[O:19])([OH:20])[OH:21]>>[C:1]([NH2:2])([c:3]1[cH:4][cH:5][c:6]([CH2:7][CH2:8][Br:9])[cH:10][cH:11]1)=[O:14]. Starting materials: C(CCCCCCCCCCCCCCCCC)OC=1C=C(CCl)C=C(C1OCCCCCCCCCCCCCCCCCC)OCCCCCCCCCCCCCCCCCC (3,4,5-Tris(octadecyloxy)benzyl chloride), [N-]=[N+]=[N-].[Na+] (sodium azide). Solvent: C(Cl)(Cl)Cl (chloroform), CN(C=O)C (N,N-dimethylformamide). Reaction conditions: temperature 80 celsius, time 3 hour. The product is C(CCCCCCCCCCCCCCCCC)OC=1C=C(CN=[N+]=[N-])C=C(C1OCCCCCCCCCCCCCCCCCC)OCCCCCCCCCCCCCCCCCC (3,4,5-tris(octadecyloxy)benzyl azide). Yield: 96.9%. Reaction SMILES: [CH2:1]([O:19][C:20]1[CH:21]=[C:22]([CH:25]=[C:26]([O:47][CH2:48][CH2:49][CH2:50][CH2:51][CH2:52][CH2:53][CH2:54][CH2:55][CH2:56][CH2:57][CH2:58][CH2:59][CH2:60][CH2:61][CH2:62][CH2:63][CH2:64][CH3:65])[C:27]=1[O:28][CH2:29][CH2:30][CH2:31][CH2:32][CH2:33][CH2:34][CH2:35][CH2:36][CH2:37][CH2:38][CH2:39][CH2:40][CH2:41][CH2:42][CH2:43][CH2:44][CH2:45][CH3:46])[CH2:23]Cl)[CH2:2][CH2:3][CH2:4][CH2:5][CH2:6][CH2:7][CH2:8][CH2:9][CH2:10][CH2:11][CH2:12][CH2:13][CH2:14][CH2:15][CH2:16][CH2:17][CH3:18].[N-:66]=[N+:67]=[N-:68].[Na+]>C(Cl)(Cl)Cl.CN(C)C=O>[CH2:1]([O:19][C:20]1[CH:21]=[C:22]([CH:25]=[C:26]([O:47][CH2:48][CH2:49][CH2:50][CH2:51][CH2:52][CH2:53][CH2:54][CH2:55][CH2:56][CH2:57][CH2:58][CH2:59][CH2:60][CH2:61][CH2:62][CH2:63][CH2:64][CH3:65])[C:27]=1[O:28][CH2:29][CH2:30][CH2:31][CH2:32][CH2:33][CH2:34][CH2:35][CH2:36][CH2:37][CH2:38][CH2:39][CH2:40][CH2:41][CH2:42][CH2:43][CH2:44][CH2:45][CH3:46])[CH2:23][N:66]=[N+:67]=[N-:68])[CH2:2][CH2:3][CH2:4][CH2:5][CH2:6][CH2:7][CH2:8][CH2:9][CH2:10][CH2:11][CH2:12][CH2:13][CH2:14][CH2:15][CH2:16][CH2:17][CH3:18] |f:1.2|. Reported procedure: 3,4,5-Tris(octadecyloxy)benzyl chloride (4.02 g, 4.31 mmol) was dissolved in a mixed solvent of chloroform (40 mL) and N,N-dimethylformamide (120 mL), sodium azide (418 mg, 6.42 mmol) was added, and the mixture was stirred at 80° C. for 3 hr. After completion of the reaction, the reaction mixture was cooled to room temperature and washed with purified water (150 mL). The organic layer was dried over sodium sulfate and filtered. The filtrate was concentrated under reduced pressure, methanol was a... The reactants are CC1=C2C(=NC=C1)N(C(=N2)CCC)CC2=CC=C(C=C2)C2=C(C=CC=C2)[N+](=O)[O-] (7-methyl-3-[(2'-nitrobiphen-4-yl)methyl]-2-propyl-3H-imidazo[4,5-b]pyridine), [H][H] (hydrogen). Reagents/catalysts: [Pd] (palladium on carbon). The solvent is C(C)O (ethanol). Run at time 1 hour. The product is NC1=C(C2=CC=C(C=C2)CN2C(=NC=3C2=NC=CC3C)CCC)C=CC=C1 (3-(2'-Aminobiphen-4-yl)methyl-7-methyl-2-propyl-3H-imidazo[4,5-b]pyridine). Isolated yield 94.9%. As a reaction SMILES: [CH3:1][C:2]1[CH:7]=[CH:6][N:5]=[C:4]2[N:8]([CH2:14][C:15]3[CH:20]=[CH:19][C:18]([C:21]4[CH:26]=[CH:25][CH:24]=[CH:23][C:22]=4[N+:27]([O-])=O)=[CH:17][CH:16]=3)[C:9]([CH2:11][CH2:12][CH3:13])=[N:10][C:3]=12.[H][H]>C(O)C.[Pd]>[NH2:27][C:22]1[CH:23]=[CH:24][CH:25]=[CH:26][C:21]=1[C:18]1[CH:17]=[CH:16][C:15]([CH2:14][N:8]2[C:4]3=[N:5][CH:6]=[CH:7][C:2]([CH3:1])=[C:3]3[N:10]=[C:9]2[CH2:11][CH2:12][CH3:13])=[CH:20][CH:19]=1. Procedure: To a solution of 0.475 g (1.23 mmol) of 7-methyl-3-[(2'-nitrobiphen-4-yl)methyl]-2-propyl-3H-imidazo[4,5-b]pyridine in 15 mL of absolute ethanol was added 50 mg of 10% palladium on carbon catalyst and the mixture was hydrogenated at 40 psig of hydrogen on a Parr apparatus. Reduction was complete after 1 hour and the reaction mixture was filtered and evaporated in vacuo to afford a tan solid (0.416 g, 95%) which was used in the subsequent step without further purification. As a reaction SMILES: [CH3:13][O:14][c:15]1[cH:16][cH:17][c:18]([CH2:21][CH2:22][CH2:23][NH2:24])[cH:19][cH:20]1.[CH3:1][O:2][C:3]([c:4]1[c:5]([CH2:10][Br:11])[cH:6][cH:7][cH:8][cH:9]1)=[O:12].[CH3:31][CH2:32][O:33][C:34](=[O:35])[CH3:36].[CH3:37][c:38]1[cH:39][cH:40][cH:41][cH:42][cH:43]1.[CH3:44][CH2:45][CH2:46][CH2:47][CH2:48][CH3:49].[K+:25].[K+:26].[O-:27][C:28]([O-:29])=[O:30]>>[C:3]1(=[O:12])[c:4]2[c:5]([cH:6][cH:7][cH:8][cH:9]2)[CH2:10][N:24]1[CH2:23][CH2:22][CH2:21][c:18]1[cH:17][cH:16][c:15]([O:14][CH3:13])[cH:20][cH:19]1. The product is COc1ccc(CCCN2Cc3ccccc3C2=O)cc1. Reactants: COc1ccc(CCCN)cc1, COC(=O)c1ccccc1CBr, CCOC(C)=O, Cc1ccccc1, CCCCCC, [K+], [K+], O=C([O-])[O-]. Starting materials: COC1=C(C=CC=C1)C1C(=C(NC(=C1C(=O)OCC)C)C)C(=O)OCC (diethyl 1,4-dihydro-4-(2-methoxyphenyl)-2,6-dimethyl-3,5-pyridine dicarboxylate), C1(=CC=CC=C1)N=C(C1=CC=CC=C1)Cl (N-phenylbenzimidoyl chloride). The product is CC=1NC=2C=C(N(C(C2C(C1C(=O)OCC)C1=C(C=CC=C1)OC)=O)C1=CC=CC=C1)C1=CC=CC=C1 (Ethyl 1,4,5,6-Tetrahydro-2-methyl-4-(2-methoxyphenyl)-5-oxo-6,7-diphenyl-1,6-naphthyridine-3-carboxylate). RXN SMILES: [CH3:1][O:2][C:3]1[CH:8]=[CH:7][CH:6]=[CH:5][C:4]=1[CH:9]1[C:14]([C:15]([O:17][CH2:18][CH3:19])=[O:16])=[C:13]([CH3:20])[NH:12][C:11]([CH3:21])=[C:10]1[C:22](OCC)=[O:23].[C:27]1([N:33]=[C:34](Cl)[C:35]2[CH:40]=[CH:39][CH:38]=[CH:37][CH:36]=2)[CH:32]=[CH:31][CH:30]=[CH:29][CH:28]=1>>[CH3:20][C:13]1[NH:12][C:11]2[CH:21]=[C:34]([C:35]3[CH:40]=[CH:39][CH:38]=[CH:37][CH:36]=3)[N:33]([C:27]3[CH:32]=[CH:31][CH:30]=[CH:29][CH:28]=3)[C:22](=[O:23])[C:10]=2[CH:9]([C:4]2[CH:5]=[CH:6][CH:7]=[CH:8][C:3]=2[O:2][CH3:1])[C:14]=1[C:15]([O:17][CH2:18][CH3:19])=[O:16]. Reported procedure: This product is obtained using the procedure of Example 1 from diethyl 1,4-dihydro-4-(2-methoxyphenyl)-2,6-dimethyl-3,5-pyridine dicarboxylate and N-phenylbenzimidoyl chloride (3.1 g, 12.6%).